Dataset: the Open Reaction Database (ORD), a public repository of structured organic reaction records. Task: describe an organic reaction: reactants, conditions, products, and yield Starting materials: C(C)(C)(C)OC(C1=C(C=CC=C1)Br)=O (Bromobenzoic acid tert.-butyl ester), C[Si](C)(C)C#C (trimethylsilylacetylene), C(Cl)Cl.O (CH2Cl2 H2O). Reagents/catalysts: Cl[Pd]([P](C1=CC=CC=C1)(C2=CC=CC=C2)C3=CC=CC=C3)([P](C4=CC=CC=C4)(C5=CC=CC=C5)C6=CC=CC=C6)Cl ((Ph3P)2PdCl2). Run in C(C)#N (acetonitrile), C(C)N(CC)CC (triethylamine). The product is C(C)(C)(C)OC(C1=CC=C(C=C1)C#C[Si](C)(C)C)=O (4-(trimethylsilylethinyl)-benzoic acid tert.-butyl ester). Isolated yield 74.0%. RXN SMILES: [C:1]([O:5][C:6](=[O:14])[C:7]1[CH:12]=[CH:11][CH:10]=[CH:9][C:8]=1Br)([CH3:4])([CH3:3])[CH3:2].[CH3:15][Si:16]([C:19]#[CH:20])([CH3:18])[CH3:17].C(Cl)Cl.O>C(#N)C.C(N(CC)CC)C.Cl[Pd](Cl)([P](C1C=CC=CC=1)(C1C=CC=CC=1)C1C=CC=CC=1)[P](C1C=CC=CC=1)(C1C=CC=CC=1)C1C=CC=CC=1>[C:1]([O:5][C:6](=[O:14])[C:7]1[CH:12]=[CH:11][C:10]([C:20]#[C:19][Si:16]([CH3:18])([CH3:17])[CH3:15])=[CH:9][CH:8]=1)([CH3:4])([CH3:3])[CH3:2] |f:2.3,^1:37,56|. Procedure: 51.4 g of Bromobenzoic acid tert.-butyl ester, 21.6 g of trimethylsilylacetylene, 1.4 g of (Ph3P)2PdCl2 in 400 ml of absolute acetonitrile and 100 ml of triethylamine are stirred under reflux for 8 hours in an atmosphere of nitrogen. After the reaction product has been worked up with CH2Cl2 /H2O and distilled, 40.6 g of 4-(trimethylsilylethinyl)-benzoic acid tert.-butyl ester are obtained.